Dataset: the Open Reaction Database (ORD), a public repository of structured organic reaction records. Task: describe an organic reaction: reactants, conditions, products, and yield Starting materials: C(C)OC(=O)C1=C(C2=C(N=C(N=C2)C2=CC=CC=C2)N(C1=O)CCOC)Cl (5-chloro-7,8-dihydro-8-(2-methoxyethyl)-7-oxo-2-phenyl-pyrido[2,3-d]pyrimidine-6-carboxylic acid ethyl ester), COCCN (2-methoxyethylamine), C(=O)([O-])[O-].[Na+].[Na+] (Na2CO3). Run in C(C)O (ethanol). Yields the product C(C)OC(=O)C1=C(C2=C(N=C(N=C2)C2=CC=CC=C2)N(C1=O)CCOC)NCCOC (7,8-dihydro-8-(2-methoxyethyl)-5-(2-methoxyethylamino)-7-oxo-2-phenylpyrido[2,3-d]pyrimidine-6-carboxylic acid ethyl ester). Reaction SMILES: [CH2:1]([O:3][C:4]([C:6]1[C:21](=[O:22])[N:20]([CH2:23][CH2:24][O:25][CH3:26])[C:9]2[N:10]=[C:11]([C:14]3[CH:19]=[CH:18][CH:17]=[CH:16][CH:15]=3)[N:12]=[CH:13][C:8]=2[C:7]=1Cl)=[O:5])[CH3:2].[CH3:28][O:29][CH2:30][CH2:31][NH2:32].C([O-])([O-])=O.[Na+].[Na+]>C(O)C>[CH2:1]([O:3][C:4]([C:6]1[C:21](=[O:22])[N:20]([CH2:23][CH2:24][O:25][CH3:26])[C:9]2[N:10]=[C:11]([C:14]3[CH:19]=[CH:18][CH:17]=[CH:16][CH:15]=3)[N:12]=[CH:13][C:8]=2[C:7]=1[NH:32][CH2:31][CH2:30][O:29][CH3:28])=[O:5])[CH3:2] |f:2.3.4|. Reported procedure: To 2.4 g. (0.006 mole) of 5-chloro-7,8-dihydro-8-(2-methoxyethyl)-7-oxo-2-phenyl-pyrido[2,3-d]pyrimidine-6-carboxylic acid ethyl ester in 100 ml. of ethanol was added 0.45 g. (0.006 mole) of 2-methoxyethylamine and 0.65 g. (0.006 mole) of Na2CO3. This mixture was refluxed 3 hours, then filtered and the filtrate chilled. A solid formed and was filtered off and rinsed with petroleum ether--m.p. 160°-163° C. No further purification was necessary. The reactants are CCC1C(=O)Nc2ccc(F)cc2N1S(=O)(=O)c1ccc(OC(=O)[O-])cc1, CCCN1C(=O)C(CC)N(S(=O)(=O)c2ccc(O)cc2)c2cc(F)ccc21, CI. Product: CCC1C(=O)N(C)c2ccc(F)cc2N1S(=O)(=O)c1ccc(O)cc1. RXN SMILES: [C:1](=[O:2])([O-:3])[O:4][c:5]1[cH:6][cH:7][c:8]([S:9]([N:10]2[c:11]3[c:12]([cH:13][cH:14][c:15]([F:16])[cH:17]3)[NH:18][C:19](=[O:20])[CH:21]2[CH2:22][CH3:23])(=[O:24])=[O:25])[cH:26][cH:27]1.[CH2:30]([CH3:31])[CH:32]1[C:33](=[O:56])[N:34]([CH2:53][CH2:54][CH3:55])[c:35]2[cH:36][cH:37][c:38]([F:52])[cH:39][c:40]2[N:41]1[S:42](=[O:43])(=[O:44])[c:45]1[cH:46][cH:47][c:48]([OH:51])[cH:49][cH:50]1.[I:28][CH3:29]>>[CH2:30]([CH3:31])[CH:32]1[C:33](=[O:56])[N:34]([CH3:53])[c:35]2[cH:36][cH:37][c:38]([F:52])[cH:39][c:40]2[N:41]1[S:42](=[O:43])(=[O:44])[c:45]1[cH:46][cH:47][c:48]([OH:51])[cH:49][cH:50]1. Starting materials: CCCCOc1cccc(C(=O)O)n1, CCCCO, C[Si](C)(C)[N-][Si](C)(C)C, COC(=O)c1cccc(Cl)n1, Cl, [Na+], O=S(Cl)Cl. Reaction SMILES: [CH2:23]([CH2:24][CH2:25][CH3:26])[O:27][c:28]1[n:29][c:30]([C:31]([OH:32])=[O:33])[cH:34][cH:35][cH:36]1.[CH2:41]([OH:42])[CH2:43][CH2:44][CH3:45].[CH3:12][Si:13]([N-:14][Si:15]([CH3:16])([CH3:17])[CH3:18])([CH3:19])[CH3:20].[Cl:1][c:2]1[cH:3][cH:4][cH:5][c:6]([C:8](=[O:9])[O:10][CH3:11])[n:7]1.[ClH:22].[Na+:21].[S:37]([Cl:38])([Cl:39])=[O:40]>>[c:2]1([O:27][CH2:23][CH2:24][CH2:25][CH3:26])[cH:3][cH:4][cH:5][c:6]([C:8](=[O:9])[O:10][CH3:11])[n:7]1. Product: CCCCOc1cccc(C(=O)OC)n1. The reactants are COC=1C=C(C=C(C1OC)OC)N=C=S (3,4,5-trimethoxyphenylisothiocyanate), ClC=1C=C(C=CC1)N1CCN(CC1)CCCO (3-[4-(3-chlorophenyl) -1-piperazinyl]propanol). The solvent is C1(=CC=CC=C1)C (toluene). Product: Cl.ClC=1C=C(C=CC1)N1CCN(CC1)CCCOC(NC1=CC(=C(C(=C1)OC)OC)OC)=S (4-(3-Chlorophenyl)-1-(3-[3,4,5-trimethoxyphenyl(thiocarbamoyl)oxy]propyl)piperazine, hydrochloride). Isolated yield 38.7%. Reaction SMILES: [CH3:1][O:2][C:3]1[CH:4]=[C:5]([N:13]=[C:14]=[S:15])[CH:6]=[C:7]([O:11][CH3:12])[C:8]=1[O:9][CH3:10].[Cl:16][C:17]1[CH:18]=[C:19]([N:23]2[CH2:28][CH2:27][N:26]([CH2:29][CH2:30][CH2:31][OH:32])[CH2:25][CH2:24]2)[CH:20]=[CH:21][CH:22]=1>C1(C)C=CC=CC=1>[ClH:16].[Cl:16][C:17]1[CH:18]=[C:19]([N:23]2[CH2:24][CH2:25][N:26]([CH2:29][CH2:30][CH2:31][O:32][C:14](=[S:15])[NH:13][C:5]3[CH:4]=[C:3]([O:2][CH3:1])[C:8]([O:9][CH3:10])=[C:7]([O:11][CH3:12])[CH:6]=3)[CH2:27][CH2:28]2)[CH:20]=[CH:21][CH:22]=1 |f:3.4|. Procedure: A mixture of 3,4,5-trimethoxyphenylisothiocyanate (2.0 mmol) (produced as in Example 22) and 3-[4-(3-chlorophenyl) -1-piperazinyl]propanol (510 mg; 2.0 mmol) in toluene (40 ml) was refluxed for 16 h. The solvent was evaporated and the residue resuspended in ethyl acetate, filtered and evaporated to dryness. The residue was submitted to flash chromatography on silica gel 60 eluting with toluene/ethyl acetate (1:1). The product was taken up in ethanol, which was treated with hydrogen chloride in e... The reactants are O=C([O-])[O-], CN1C(=O)CCC2(C)c3ccc(S)cc3CCC12, CN(C)C=O, CCOC(C)=O, O=[N+]([O-])c1ccc2nc(Cl)ccc2c1, [K+], [K+]. Product: CN1C(=O)CCC2(C)c3ccc(Sc4ccc5cc([N+](=O)[O-])ccc5n4)cc3CCC12. RXN SMILES: [C:19](=[O:20])([O-:21])[O-:22].[CH3:1][N:2]1[C:3](=[O:18])[CH2:4][CH2:5][C:6]2([CH3:17])[c:7]3[c:8]([cH:12][c:13]([SH:16])[cH:14][cH:15]3)[CH2:9][CH2:10][CH:11]12.[CH3:39][N:40]([CH3:41])[CH:42]=[O:43].[CH3:44][CH2:45][O:46][C:47](=[O:48])[CH3:49].[Cl:25][c:26]1[n:27][c:28]2[cH:29][cH:30][c:31]([N+:36](=[O:37])[O-:38])[cH:32][c:33]2[cH:34][cH:35]1.[K+:23].[K+:24]>>[CH3:1][N:2]1[C:3](=[O:18])[CH2:4][CH2:5][C:6]2([CH3:17])[c:7]3[c:8]([cH:12][c:13]([S:16][c:26]4[n:27][c:28]5[cH:29][cH:30][c:31]([N+:36](=[O:37])[O-:38])[cH:32][c:33]5[cH:34][cH:35]4)[cH:14][cH:15]3)[CH2:9][CH2:10][CH:11]12. The reactants are C1COCCN1, COC(=O)C1=C(C=CC(=C1)Br)I. Reagents/catalysts: C(=O)([O-])[O-].[Cs+].[Cs+], C1=CC=C(C=C1)P(C2=CC=CC=C2)C3=C(C4=CC=CC=C4C=C3)C5=C(C=CC6=CC=CC=C65)P(C7=CC=CC=C7)C8=CC=CC=C8, CC(=O)O.CC(=O)O.[Pd]. Run in COCCOC. Conditions: temperature 100 celsius. The product is COC(=O)C1=C(C=CC(=C1)Br)N2CCOCC2. Yield: 17.9%. Procedure details: To a solution of methyl 5-bromo-2-iodobenzoate (2.1 g, 6.16 mmol) in DME (15 mL) were morpholine (0.593 mL, 6.78 mmol), rac-2,2'-Bis(diphenylphosphino)-1,1'-binaphthyl (0.384 g, 0.62 mmol), Palladium acetate (0.138 g, 0.62 mmol) and CESIUM CARBONATE (2.81 g, 8.62 mmol) added. The mixture was heated in the microwave oven for 1h. The solvent was evaporated and the crude product was added to a silica gel column, 0-25% EtOAc in heptane yielding [Products]